This data is from the Open Reaction Database (ORD), a public repository of structured organic reaction records. The task is: describe an organic reaction: reactants, conditions, products, and yield Starting materials: C(CC#C)O (3-butyn-1-ol), [OH-].[K+] (KOH), COC1=NSC(=C1C#N)S(=O)(=O)C (3-methoxy-4-cyano-5-methylsulfonylisothiazole), II (iodine), [I-].[K+] (potassium iodide), [OH-].[K+] (KOH). The solvent is O (water), CN(C)C=O (DMF). Yields the product COC1=NSC(=C1C#N)OCCC#CI (3-methoxy-4-cyano-5-(4-iodo-3-butynyloxy)isothiazole). As a reaction SMILES: [CH3:1][O:2][C:3]1[C:7]([C:8]#[N:9])=[C:6](S(C)(=O)=O)[S:5][N:4]=1.[CH2:14]([OH:18])[CH2:15][C:16]#[CH:17].[OH-].[K+].[I:21]I.[I-].[K+]>CN(C=O)C.O>[CH3:1][O:2][C:3]1[C:7]([C:8]#[N:9])=[C:6]([O:18][CH2:14][CH2:15][C:16]#[C:17][I:21])[S:5][N:4]=1 |f:2.3,5.6|. Procedure details: 2.2 Grams of 3-methoxy-4-cyano-5-methylsulfonylisothiazole was dissolved in 20 ml of DMF, and 1.5 g of 3-butyn-1-ol and 4.3 g of 30% KOH were added at room temperature with stirring, after which the reaction solution was stirred for 2 hours. The reaction solution was ice-cooled to 5° to 10° C., 5.1 g of iodine and 3.2 g of potassium iodide were added thereto with stirring, and then 6.6 g of 10% KOH was added dropwise. The temperature of the reaction solution was returned to room temperature, and... Reactants: COCCNC1CCN(C(=O)OC(C)(C)C)CC1, CC(=O)O[BH-](OC(C)=O)OC(C)=O, CC(=O)O, ClCCCl, ClCCl, [Na+], O=Cc1nccs1. The product is COCCN(Cc1nccs1)C1CCN(C(=O)OC(C)(C)C)CC1. Reaction SMILES: [C:1]([CH3:2])([CH3:3])([CH3:4])[O:5][C:6](=[O:7])[N:8]1[CH2:9][CH2:10][CH:11]([NH:14][CH2:15][CH2:16][O:17][CH3:18])[CH2:12][CH2:13]1.[C:30]([O:31][BH-:32]([O:33][C:34](=[O:35])[CH3:36])[O:37][C:38](=[O:39])[CH3:40])(=[O:41])[CH3:42].[CH3:26][C:27](=[O:28])[OH:29].[Cl:44][CH2:45][CH2:46][Cl:47].[Cl:48][CH2:49][Cl:50].[Na+:43].[s:19]1[c:20]([CH:24]=[O:25])[n:21][cH:22][cH:23]1>>[C:1]([CH3:2])([CH3:3])([CH3:4])[O:5][C:6](=[O:7])[N:8]1[CH2:9][CH2:10][CH:11]([N:14]([CH2:15][CH2:16][O:17][CH3:18])[CH2:24][c:20]2[s:19][cH:23][cH:22][n:21]2)[CH2:12][CH2:13]1. The reactants are O=C([O-])[O-], O=C(Cl)OCc1ccccc1, C1CCOC1, [Cs+], [Cs+], COc1ncccc1N, O, O. The product is COc1ncccc1NC(=O)OCc1ccccc1. As a reaction SMILES: [C:10](=[O:11])([O-:12])[O-:13].[CH2:16]([c:17]1[cH:18][cH:19][cH:20][cH:21][cH:22]1)[O:23][C:24](=[O:25])[Cl:26].[CH2:27]1[O:28][CH2:29][CH2:30][CH2:31]1.[Cs+:14].[Cs+:15].[NH2:1][c:2]1[c:3]([O:8][CH3:9])[n:4][cH:5][cH:6][cH:7]1.[OH2:32].[OH2:33]>>[NH:1]([c:2]1[c:3]([O:8][CH3:9])[n:4][cH:5][cH:6][cH:7]1)[C:24]([O:23][CH2:16][c:17]1[cH:18][cH:19][cH:20][cH:21][cH:22]1)=[O:25]. Starting materials: C1(CC1)N1C=C(C(C2=CC(=C(C(=C12)F)N1CC(C1)NC(C(F)(F)F)=O)F)=O)C(=O)OCC (ethyl 1-cyclopropyl-6,8-difluoro-1,4-dihydro-7-(3-trifluoroacetamido-1-azetidinyl)-4-oxo-3-quinolinecarboxylate), [OH-].[Na+] (sodium hydroxide). Solvent: C(C)O (ethanol). Yields the product C1(CC1)N1C=C(C(C2=CC(=C(C(=C12)F)N1CC(C1)N)F)=O)C(=O)O (1-cyclopropyl-6,8-difluoro-7-(3-amino-1-azetidinyl)-1,4-dihydro-4-oxo-3-quinolinecarboxylic acid). Yield: 94.9%. As a reaction SMILES: [CH:1]1([N:4]2[C:13]3[C:8](=[CH:9][C:10]([F:26])=[C:11]([N:15]4[CH2:18][CH:17]([NH:19]C(=O)C(F)(F)F)[CH2:16]4)[C:12]=3[F:14])[C:7](=[O:27])[C:6]([C:28]([O:30]CC)=[O:29])=[CH:5]2)[CH2:3][CH2:2]1.[OH-].[Na+]>C(O)C>[CH:1]1([N:4]2[C:13]3[C:8](=[CH:9][C:10]([F:26])=[C:11]([N:15]4[CH2:16][CH:17]([NH2:19])[CH2:18]4)[C:12]=3[F:14])[C:7](=[O:27])[C:6]([C:28]([OH:30])=[O:29])=[CH:5]2)[CH2:2][CH2:3]1 |f:1.2|. Procedure: A mixture of 1 g (3.2 mmoles) of ethyl 1-cyclopropyl-6,7,8-trifluoro-4-oxo-1,4-dihydro-quinoline-3-carboxylate, 0.98 g (4.8 mmoles) of 3-trifluoroacetamidoazetidine hydrochloride and 2 ml of triethylamine is heated in 15 ml of dimethyl sulphoxide for 4 hours at 80°-5° C. It is diluted with water and extracted with chloroform. The organic phase is washed with water and evaporated yielding 0.31 g (22% of ethyl 1-cyclopropyl-6,8-difluoro-1,4-dihydro-7-(3-trifluoroacetamido-1-azetidinyl)-4-oxo-3-qui... Starting materials: [NH4+].[OH-] (NH4OH), C[C@@H]1CN(C[C@@H](N1)C)C=1C=C(C=CC1)C(C)=O (1-[3-((3R,5S)-3,5-dimethyl-piperazin-1-yl)-phenyl]-ethanone), [BH-](OC(=O)C)(OC(=O)C)OC(=O)C.[Na+] (NaBH(OAc)3), C=O (CH2O). The solvent is O (water), C(Cl)Cl (DCM). Run at time 8 hour. Product: [NH4+].[OH-] (NH4OH), C[C@@H]1CN(C[C@@H](N1C)C)C=1C=C(C=CC1)C(C)=O (1-[3-((3R,5S)-3,4,5-trimethyl-piperazin-1-yl)-phenyl]-ethanone). Yield: 156.7%. As a reaction SMILES: [CH3:1][C@H:2]1[NH:7][C@@H:6]([CH3:8])[CH2:5][N:4]([C:9]2[CH:10]=[C:11]([C:15](=[O:17])[CH3:16])[CH:12]=[CH:13][CH:14]=2)[CH2:3]1.[BH-](OC(C)=O)(OC(C)=O)O[C:20](C)=O.[Na+].C=O.[NH4+].[OH-]>C(Cl)Cl.O>[NH4+:4].[OH-:17].[CH3:8][C@H:6]1[N:7]([CH3:20])[C@@H:2]([CH3:1])[CH2:3][N:4]([C:9]2[CH:10]=[C:11]([C:15](=[O:17])[CH3:16])[CH:12]=[CH:13][CH:14]=2)[CH2:5]1 |f:1.2,4.5,8.9|. Procedure details: A mixture of 1-[3-((3R,5S)-3,5-dimethyl-piperazin-1-yl)-phenyl]-ethanone (226 mg, 0.974 mmol), NaBH(OAc)3 (309 mg, 1.46 mmol) and CH2O (37% water solution, 0.087 ml, 1.17 mmol) in DCM (10 ml) was stirred at room temperature overnight. The resulting solution was diluted with water, brought to basic conditions with NH4OH and extracted with DCM. The organic phase was dried over Na2SO4 and evaporated in vacuo. The crude reaction mixture was purified by SCX cartridge (eluent: MeOH and then 3% NH4OH i... Starting materials: CCOP(=O)(Cc1cccnc1N)OCC, O=C(Cl)CCc1ccccc1, c1ccncc1. Yields the product CCOP(=O)(Cc1cccnc1NC(=O)CCc1ccccc1)OCC. As a reaction SMILES: [CH2:1]([CH3:2])[O:3][P:4]([O:5][CH2:6][CH3:7])(=[O:8])[CH2:9][c:10]1[c:11]([NH2:16])[n:12][cH:13][cH:14][cH:15]1.[c:17]1([CH2:23][CH2:24][C:25](=[O:26])[Cl:27])[cH:18][cH:19][cH:20][cH:21][cH:22]1.[cH:28]1[cH:29][cH:30][n:31][cH:32][cH:33]1>>[CH2:1]([CH3:2])[O:3][P:4]([O:5][CH2:6][CH3:7])(=[O:8])[CH2:9][c:10]1[c:11]([NH:16][C:25]([CH2:24][CH2:23][c:17]2[cH:18][cH:19][cH:20][cH:21][cH:22]2)=[O:26])[n:12][cH:13][cH:14][cH:15]1.